This data is from the Open Reaction Database (ORD), a public repository of structured organic reaction records. The task is: describe an organic reaction: reactants, conditions, products, and yield The reactants are N1=CC=CC=C1 (pyridine), C1(=CC=CC=C1)C1(CCCC1)C=O (1-phenyl-1-cyclopentanecarboxaldehyde), [Cl-].O[NH3+] (hydroxylammonium chloride). Run in C(C)O (ethanol). Yields the product C1(=CC=CC=C1)C1(CCCC1)C=NO (1-phenyl-1-cyclopentanecarboxaldehyde oxime). Yield: 66.0%. RXN SMILES: [C:1]1([C:7]2([CH:12]=O)[CH2:11][CH2:10][CH2:9][CH2:8]2)[CH:6]=[CH:5][CH:4]=[CH:3][CH:2]=1.[Cl-].[OH:15][NH3+:16].N1C=CC=CC=1>C(O)C>[C:1]1([C:7]2([CH:12]=[N:16][OH:15])[CH2:11][CH2:10][CH2:9][CH2:8]2)[CH:6]=[CH:5][CH:4]=[CH:3][CH:2]=1 |f:1.2|. Procedure: A mixture of the above aldehyde (3.4 g, 20 mmol) and hydroxylammonium chloride (2.9 g, 42 mmol) in a mixture of absolute ethanol (30 ml) and pyridine (3.3 g, 42 mmol) was heated at reflux for 2 h. The solvent was evaporated in vacuo, the residue was treated with absolute ethanol (50 ml) and the suspension filtered. The solvent was evaporated from the filtrate in vacuo and the residue crystallised from a 4/1 mixture of n-heptane and ethyl acetate to give 2.5 g of 1-phenyl-1-cyclopentanecarboxalde...